This data is from the Open Reaction Database (ORD), a public repository of structured organic reaction records. The task is: describe an organic reaction: reactants, conditions, products, and yield Starting materials: COC1=CC=C(C=C1)C1=C(C2=C(S1)C=C(C=C2)OC)N(C(C)=O)C2=CC=C(C=C2)OCC2=CC=CC=C2 (2-(4-Methoxyphenyl)-3-[N-(4-benzyloxyphenyl)acetamido]-6-methoxy-benzo[b]thiophene), Cl (HCl). The reagents and catalysts are [Pd] (Pd/C). Solvent: CCO.CCOC(=O)C (EtOH EtOAc). Conditions: time 4 hour. The product is COC1=CC=C(C=C1)C1=C(C2=C(S1)C=C(C=C2)OC)N(C(C)=O)C2=CC=C(C=C2)O (2-(4-methoxyphenyl)-3-[N-(4-hydroxyphenyl)acetamido]-6-methoxy-benzo[b]thiophene). The yield is 66.0%. RXN SMILES: [CH3:1][O:2][C:3]1[CH:8]=[CH:7][C:6]([C:9]2[S:13][C:12]3[CH:14]=[C:15]([O:18][CH3:19])[CH:16]=[CH:17][C:11]=3[C:10]=2[N:20]([C:24]2[CH:29]=[CH:28][C:27]([O:30]CC3C=CC=CC=3)=[CH:26][CH:25]=2)[C:21](=[O:23])[CH3:22])=[CH:5][CH:4]=1.Cl>CCO.CCOC(C)=O.[Pd]>[CH3:1][O:2][C:3]1[CH:8]=[CH:7][C:6]([C:9]2[S:13][C:12]3[CH:14]=[C:15]([O:18][CH3:19])[CH:16]=[CH:17][C:11]=3[C:10]=2[N:20]([C:24]2[CH:25]=[CH:26][C:27]([OH:30])=[CH:28][CH:29]=2)[C:21](=[O:23])[CH3:22])=[CH:5][CH:4]=1 |f:2.3|. Reported procedure: 2-(4-Methoxyphenyl)-3-[N-(4-benzyloxyphenyl)acetamido]-6-methoxy-benzo[b]thiophene (2.43 g, 4.77 mmol) was dissolved in 50 mL of 1:1 EtOH/EtOAc containing 5% con. HCl. To this solution was added 1.0 g of 5% Pd/C. The resulting mixture was hydrogenated at 40 psi for 4 h. The mixture was then filtered through Celite to remove the catalyst. The filtrate was concentrated in vacuo to a semi-solid. Chromatograhy (SiO2, CHl3) provided 1.32 g (83%) of 2-(4-methoxyphenyl)-3-[N-(4-hydroxyphenyl)acetamido]... Starting materials: [Al+3], CC(C)c1nccn1CCCn1ccc2cc(C#N)ccc21, CCOC(C)=O, [H-], [H-], [H-], [H-], [K+], [Li+], C1CCOC1, [OH-], O. The product is CC(C)c1nccn1CCCn1ccc2cc(CN)ccc21. Reaction SMILES: [Al+3:2].[C:12](#[N:13])[c:14]1[cH:15][c:16]2[cH:17][cH:18][n:19]([CH2:23][CH2:24][CH2:25][n:26]3[c:27]([CH:31]([CH3:32])[CH3:33])[n:28][cH:29][cH:30]3)[c:20]2[cH:21][cH:22]1.[CH3:36][CH2:37][O:38][C:39](=[O:40])[CH3:41].[H-:1].[H-:4].[H-:5].[H-:6].[K+:35].[Li+:3].[O:7]1[CH2:8][CH2:9][CH2:10][CH2:11]1.[OH-:34].[OH2:42]>>[CH2:12]([NH2:13])[c:14]1[cH:15][c:16]2[cH:17][cH:18][n:19]([CH2:23][CH2:24][CH2:25][n:26]3[c:27]([CH:31]([CH3:32])[CH3:33])[n:28][cH:29][cH:30]3)[c:20]2[cH:21][cH:22]1. Reactants: C(C1=CC=CC=C1)(=O)OCCCCCCCCC(C(F)(F)Br)Br (9,10-dibromo-10,10-difluorodecyl benzoate), [H-].[Na+] (sodium hydride), [H][H] (hydrogen), COC1=CC=C(C=C1)CO (4-methoxyphenylmethanol). Solvent: O1CCCC1 (tetrahydrofuran), C(C)OCC (diethyl ether), O1CCCC1 (tetrahydrofuran). Conditions: time 18 hour. Product: C(C1=CC=CC=C1)(=O)OCCCCCCCCC(=C(F)F)Br (9-bromo-10,10-difluoro-9-decenyl benzoate). Yield: 35.5%. Reaction SMILES: [H-].[Na+].COC1C=CC(CO)=CC=1.[H][H].[C:15]([O:23][CH2:24][CH2:25][CH2:26][CH2:27][CH2:28][CH2:29][CH2:30][CH2:31][CH:32]([Br:37])[C:33](Br)([F:35])[F:34])(=[O:22])[C:16]1[CH:21]=[CH:20][CH:19]=[CH:18][CH:17]=1>O1CCCC1.C(OCC)C>[C:15]([O:23][CH2:24][CH2:25][CH2:26][CH2:27][CH2:28][CH2:29][CH2:30][CH2:31][C:32]([Br:37])=[C:33]([F:35])[F:34])(=[O:22])[C:16]1[CH:17]=[CH:18][CH:19]=[CH:20][CH:21]=1 |f:0.1|. Reported procedure: Under a nitrogen atmosphere a stirred mixture of 0.09 gram (0.0036 mole) of sodium hydride in 10 ml of tetrahydrofuran was cooled in an ice bath, and 0.5 gram (0.0036 mole) of 4-methoxyphenylmethanol was added dropwise. When the evolution of hydrogen ceased, a solution of 1.5 grams (0.0033 mole) of 9,10-dibromo-10,10-difluorodecyl benzoate in 5 ml of tetrahydrofuran was added dropwise. Upon completion of addition, the reaction mixture was allowed to warm to ambient temperature where it stirred f...